This data is from the Open Reaction Database (ORD), a public repository of structured organic reaction records. The task is: describe an organic reaction: reactants, conditions, products, and yield Starting materials: C1CCOC1, COC(=O)c1c(C)cc(-c2cccc(C(F)(F)F)c2)cc1-c1cncnc1, CO, Cl, [Li+], [OH-], O. The product is Cc1cc(-c2cccc(C(F)(F)F)c2)cc(-c2cncnc2)c1C(=O)O. As a reaction SMILES: [CH2:32]1[O:33][CH2:34][CH2:35][CH2:36]1.[CH3:1][O:2][C:3](=[O:4])[c:5]1[c:6](-[c:22]2[cH:23][n:24][cH:25][n:26][cH:27]2)[cH:7][c:8](-[c:12]2[cH:13][c:14]([C:18]([F:19])([F:20])[F:21])[cH:15][cH:16][cH:17]2)[cH:9][c:10]1[CH3:11].[CH3:37][OH:38].[ClH:30].[Li+:28].[OH-:29].[OH2:31]>>[O:2]=[C:3]([OH:4])[c:5]1[c:6](-[c:22]2[cH:23][n:24][cH:25][n:26][cH:27]2)[cH:7][c:8](-[c:12]2[cH:13][c:14]([C:18]([F:19])([F:20])[F:21])[cH:15][cH:16][cH:17]2)[cH:9][c:10]1[CH3:11]. The reactants are C1(=CC=C(C=C1)S(=O)(=O)Cl)C (p-toluenesulfonyl chloride), [Si](C)(C)(C(C)(C)C)[C@@]1([C@H]([C@@H](O[C@@H]1CO[Si](C)(C)C(C)(C)C)N1C(=O)NC(=O)C=C1)OC)O (3′,5′-O-bis (t-butyldimethylsilyl)-2′-O-methyl uridine), CN1CCCCC1 (1-methylpiperidine), [C@@H]1([C@H](O)[C@H](O)[C@@H](CO)O1)N1C(=O)NC(=O)C=C1 (uridine). Run in C(C)#N (acetonitrile), C(C)N(CC)CC (triethylamine), C(C)#N (acetonitrile). Conditions: time 1 hour. The product is [Cl-].[Si](C)(C)(C(C)(C)C)[C@@]1([C@H](C(O)(O[C@@H]1CO[Si](C)(C)C(C)(C)C)N1C(N=C(C=C1)[N+]1(CCCCC1)C)=O)OC)O ([[3,5-O-bis(t-butyldimethylsilyl)-2-O-methylribofuranos-1-yl]-2-oxo-1,2-dihydro-4-pyrimidinyl]-1-methylpiperidinium chloride). RXN SMILES: [Si:1]([C@@:8]1([OH:32])[C@@H:12]([CH2:13][O:14][Si:15]([C:18]([CH3:21])([CH3:20])[CH3:19])([CH3:17])[CH3:16])[O:11][C@@H:10]([N:22]2[CH:29]=[CH:28][C:26](=O)[NH:25][C:23]2=[O:24])[C@@H:9]1[O:30][CH3:31])([C:4]([CH3:7])([CH3:6])[CH3:5])([CH3:3])[CH3:2].[C@@H:33]1([N:42]2[CH:49]=[CH:48][C:46](=O)N[C:43]2=O)O[C@H](CO)[C@@H](O)[C@H:34]1O.CN1CCCCC1.C1(C)C=CC(S([Cl:66])(=O)=[O:64])=CC=1>C(#N)C.C(N(CC)CC)C>[Cl-:66].[Si:1]([C@@:8]1([OH:32])[C@@H:12]([CH2:13][O:14][Si:15]([C:18]([CH3:20])([CH3:19])[CH3:21])([CH3:16])[CH3:17])[O:11][C:10]([N:22]2[CH:29]=[CH:28][C:26]([N+:42]3([CH3:43])[CH2:33][CH2:34][CH2:46][CH2:48][CH2:49]3)=[N:25][C:23]2=[O:24])([OH:64])[C@@H:9]1[O:30][CH3:31])([C:4]([CH3:5])([CH3:7])[CH3:6])([CH3:2])[CH3:3] |f:6.7|. Procedure details: To the solution of 750 mg of 3′,5′-O-bis (t-butyldimethylsilyl)-2′-O-methyl uridine in 10 mL of acetonitrile was added 0.23 mL (1.2 times moles based on the uridine derivative) of 1-methylpiperidine and 0.45 mL of triethylamine, and the mixture was cooled. The solution of 614 mg of p-toluenesulfonyl chloride in 5 ml of acetonitrile was added dropwise with ice cooling, and the mixture was stirred for 1 hour. After the disappearance of the starting material, an 1 mL aliquot of the reaction solutio... The reactants are IC1=CC(=C(OCCN2CCCC2)C=C1)C(F)(F)F (1-[2-(4-iodo-2-trifluoromethyl-phenoxy)-ethyl]-pyrrolidine), ClC1=CC=C(C=C1)C=1C=CC(=NC1)C#C (5-(4-chloro-phenyl)-2-ethynyl-pyridine). The product is ClC1=CC=C(C=C1)C=1C=CC(=NC1)C#CC1=CC(=C(C=C1)OCCN1CCCC1)C(F)(F)F (5-(4-chloro-phenyl)-2-[4-(2-pyrrolidin-1-yl-ethoxy)-3-trifluoromethyl-phenylethynyl]-pyridine). Reaction SMILES: I[C:2]1[CH:15]=[CH:14][C:5]([O:6][CH2:7][CH2:8][N:9]2[CH2:13][CH2:12][CH2:11][CH2:10]2)=[C:4]([C:16]([F:19])([F:18])[F:17])[CH:3]=1.[Cl:20][C:21]1[CH:26]=[CH:25][C:24]([C:27]2[CH:28]=[CH:29][C:30]([C:33]#[CH:34])=[N:31][CH:32]=2)=[CH:23][CH:22]=1>>[Cl:20][C:21]1[CH:22]=[CH:23][C:24]([C:27]2[CH:28]=[CH:29][C:30]([C:33]#[C:34][C:2]3[CH:15]=[CH:14][C:5]([O:6][CH2:7][CH2:8][N:9]4[CH2:13][CH2:12][CH2:11][CH2:10]4)=[C:4]([C:16]([F:19])([F:18])[F:17])[CH:3]=3)=[N:31][CH:32]=2)=[CH:25][CH:26]=1. Procedure: Prepared according to general working method I from 1-[2-(4-iodo-2-trifluoromethyl-phenoxy)-ethyl]-pyrrolidine (180 mg, 0.47 mmol) and 5-(4-chloro-phenyl)-2-ethynyl-pyridine (83 mg, 0.39 mmol).